Dataset: the Open Reaction Database (ORD), a public repository of structured organic reaction records. Task: describe an organic reaction: reactants, conditions, products, and yield Reactants: N([C@@H](C)C(=O)N1[C@H](C(=O)OCC2=CC=CC=C2)CCC1)C(=O)OC(C)(C)C (Boc-Ala-Pro-OBzl). Reagents/catalysts: [Pd] (Pd/C). Run in CO (methanol). Product: N([C@@H](C)C(=O)N1[C@H](C(=O)O)CCC1)C(=O)OC(C)(C)C (Boc-Ala-Pro-OH). The yield is 60.6%. RXN SMILES: [NH:1]([C:21]([O:23][C:24]([CH3:27])([CH3:26])[CH3:25])=[O:22])[C@H:2]([C:4]([N:6]1[CH2:20][CH2:19][CH2:18][C@H:7]1[C:8]([O:10]CC1C=CC=CC=1)=[O:9])=[O:5])[CH3:3]>CO.[Pd]>[NH:1]([C:21]([O:23][C:24]([CH3:25])([CH3:27])[CH3:26])=[O:22])[C@H:2]([C:4]([N:6]1[CH2:20][CH2:19][CH2:18][C@H:7]1[C:8]([OH:10])=[O:9])=[O:5])[CH3:3]. Procedure details: Boc-Ala-Pro-boroPro-pinacol was prepared by coupling Boc-Ala-Pro-OH to H-boroPro-pinacol. First, the dipeptide, Boc-Ala-Pro-OBzl, was prepared by the mixed anhydride procedure. Boc-Ala-OH (10 g, 52.8 mmoles) was reacted with N-methylmorpholine (5.8 ml, 52.8 mmoles) and isobutyl chloroformate (6.8 ml, 52.8 mmole) for 5 minutes in 50 ml of THF at -20°. The reaction mixture and additional N-methylmorpholine (5.8 ml) were added to H-Pro-OBzl.HCL (12.8 g, 52.8 mmoles) dissolved in 50 ml of cold chlor... Starting materials: N12CCCCCC2=NCCC1 (1,8-Diazabicyclo[5,4,0]undec-7-ene), COC(C=1C(C(=O)OC)=C(C=CC1)CNC(C)=O)=O (3-(acetylamino-methyl)-phthalic acid dimethyl ester), Cl.NC1C(=O)NC(CC1)=O (aminoglutarimide hydrochloride). Run in CN(C)C=O (DMF). Run at temperature 120 celsius. The product is O=C1NC(CCC1N1C(C2=CC=CC(=C2C1=O)CNC(C)=O)=O)=O (N-[2-(2,6-Dioxo-piperidin-3-yl)-1,3-dioxo-2,3-dihydro-1H-isoindol-4-ylmethyl]-acetamide). The yield is 22.8%. Reaction SMILES: N12CCCN=C1CCCCC2.CO[C:14](=[O:30])[C:15]1[C:16](=[C:21]([CH2:25][NH:26][C:27](=[O:29])[CH3:28])[CH:22]=[CH:23][CH:24]=1)[C:17]([O:19]C)=O.Cl.[NH2:32][CH:33]1[CH2:39][CH2:38][C:37](=[O:40])[NH:36][C:34]1=[O:35]>CN(C=O)C>[O:35]=[C:34]1[CH:33]([N:32]2[C:17](=[O:19])[C:16]3[C:15](=[CH:24][CH:23]=[CH:22][C:21]=3[CH2:25][NH:26][C:27](=[O:29])[CH3:28])[C:14]2=[O:30])[CH2:39][CH2:38][C:37](=[O:40])[NH:36]1 |f:2.3|. Reported procedure: 1,8-Diazabicyclo[5,4,0]undec-7-ene (0.93 g, 6 mmol) was added dropwise to a stirred suspension of 3-(acetylamino-methyl)-phthalic acid dimethyl ester (1.61 g, 6.0 mmol) and aminoglutarimide hydrochloride (1.0 g, 6.0 mmol) in DMF (15 ml). The mixture was then heated to 120° C. for 24 hours. The cooled mixture was concentrated in vacuo and the residue was stirred with water (25 ml) and dichloromethane (20 ml). The resulting slurry was filtered to give 0.45 g (22%) of the product as a gray solid. R...